From a dataset of the Open Reaction Database (ORD), a public repository of structured organic reaction records. describe an organic reaction: reactants, conditions, products, and yield The reactants are C1(=CC=CC=C1)S(=O)(=O)NC(C(=O)NCCCCC1=CC=CC=C1)CC1=C2C=NN(C2=C(C(=C1)Cl)OC)S(=O)(=O)C1=CC=CC=C1 (2-Benzenesulfonylamino-3-(1-benzenesulfonyl-6-chloro-7-methoxy-1H-indazol-4-yl)-N-(4-phenyl-butyl)-propionamide), C(=O)([O-])[O-].[K+].[K+] (K2CO3). Solvent: CO (MeOH). Conditions: time 1 hour. The product is C1(=CC=CC=C1)S(=O)(=O)NC(C(=O)NCCCCC1=CC=CC=C1)CC1=C2C=NNC2=C(C(=C1)Cl)OC (2-benzenesulfonylamino-3-(6-chloro-7-methoxy-1H-indazol-4-yl)-N-(4-phenyl-butyl)-propionamide). RXN SMILES: [C:1]1([S:7]([NH:10][CH:11]([CH2:25][C:26]2[CH:34]=[C:33]([Cl:35])[C:32]([O:36][CH3:37])=[C:31]3[C:27]=2[CH:28]=[N:29][N:30]3S(C2C=CC=CC=2)(=O)=O)[C:12]([NH:14][CH2:15][CH2:16][CH2:17][CH2:18][C:19]2[CH:24]=[CH:23][CH:22]=[CH:21][CH:20]=2)=[O:13])(=[O:9])=[O:8])[CH:6]=[CH:5][CH:4]=[CH:3][CH:2]=1.C([O-])([O-])=O.[K+].[K+]>CO>[C:1]1([S:7]([NH:10][CH:11]([CH2:25][C:26]2[CH:34]=[C:33]([Cl:35])[C:32]([O:36][CH3:37])=[C:31]3[C:27]=2[CH:28]=[N:29][NH:30]3)[C:12]([NH:14][CH2:15][CH2:16][CH2:17][CH2:18][C:19]2[CH:24]=[CH:23][CH:22]=[CH:21][CH:20]=2)=[O:13])(=[O:9])=[O:8])[CH:6]=[CH:5][CH:4]=[CH:3][CH:2]=1 |f:1.2.3|. Procedure: 2-Benzenesulfonylamino-3-(1-benzenesulfonyl-6-chloro-7-methoxy-1H-indazol-4-yl)-N-(4-phenyl-butyl)-propionamide (0.17 g, 0.25 mmol) is dissolved in MeOH (2 mL) and K2CO3 is added and the reaction is stirred for 1 h. The reaction is quenched by the addition of 2 N HCl (0.1 mL) and then concentrated. The residue is dissolved in EtOAc and washed with water, brine and dried over MgSO4. The solution is concentrated and purified by column chromatography (silica, 60% EtOAc/hexanes) to provide 2-benzene... Starting materials: CO, Cl, CCC(N)(CC)C(=O)O. Yields the product Cl, CCC(N)(CC)C(=O)OC. Reaction SMILES: [CH3:11][OH:12].[ClH:10].[NH2:1][C:2]([C:3](=[O:4])[OH:5])([CH2:6][CH3:7])[CH2:8][CH3:9]>>[ClH:10].[NH2:1][C:2]([C:3](=[O:4])[O:5][CH3:11])([CH2:6][CH3:7])[CH2:8][CH3:9]. The reagents and catalysts are C=1C=CC(=CC1)[P](C=2C=CC=CC2)(C=3C=CC=CC3)[Pd]([P](C=4C=CC=CC4)(C=5C=CC=CC5)C=6C=CC=CC6)([P](C=7C=CC=CC7)(C=8C=CC=CC8)C=9C=CC=CC9)[P](C=1C=CC=CC1)(C=1C=CC=CC1)C=1C=CC=CC1 (tetrakis(triphenylphosphine)palladium(0)). Yields the product ClC=1C=C(C=CC1)S(=O)(=O)NC1=C2C(=NC(=C1)C)SC(=C2C2=CC(=CC=C2)C)C=2C=NNC2 (3-Chloro-N-[6-methyl-3-(3-methylphenyl)-2-(1H-pyrazol-4-yl)thieno[2,3-b]pyridin-4-yl]benzenesulfonamide). Reaction conditions: temperature 120 celsius. Reaction SMILES: Br[C:2]1[S:22][C:5]2=[N:6][C:7]([CH3:21])=[CH:8][C:9]([NH:10][S:11]([C:14]3[CH:19]=[CH:18][CH:17]=[C:16]([Cl:20])[CH:15]=3)(=[O:13])=[O:12])=[C:4]2[C:3]=1[C:23]1[CH:28]=[CH:27][CH:26]=[C:25]([CH3:29])[CH:24]=1.O(C([N:37]1[CH:41]=[C:40](B(O)O)[CH:39]=[N:38]1)=O)C(C)(C)C.C(=O)([O-])[O-].[Na+].[Na+]>C1C=CC([P]([Pd]([P](C2C=CC=CC=2)(C2C=CC=CC=2)C2C=CC=CC=2)([P](C2C=CC=CC=2)(C2C=CC=CC=2)C2C=CC=CC=2)[P](C2C=CC=CC=2)(C2C=CC=CC=2)C2C=CC=CC=2)(C2C=CC=CC=2)C2C=CC=CC=2)=CC=1>[Cl:20][C:16]1[CH:15]=[C:14]([S:11]([NH:10][C:9]2[CH:8]=[C:7]([CH3:21])[N:6]=[C:5]3[S:22][C:2]([C:40]4[CH:41]=[N:37][NH:38][CH:39]=4)=[C:3]([C:23]4[CH:28]=[CH:27][CH:26]=[C:25]([CH3:29])[CH:24]=4)[C:4]=23)(=[O:13])=[O:12])[CH:19]=[CH:18][CH:17]=1 |f:2.3.4,^1:54,56,75,94|. Reported procedure: A suspension of N-[2-bromo-6-methyl-3-(3-methylphenyl)thieno[2,3-b]pyridin-4-yl]-3-chlorobenzenesulfonamide (Description 60) (214 mg, 0.421 mmol), 1-tert-butoxylcarbonyl-1H-pyrazole-4-boronic acid, pinacol ester (124 mg, 0.421 mmol), tetrakis(triphenylphosphine)palladium(0) (48.7 mg, 0.042 mmol) and aqueous sodium carbonate (2M) (0.421 mL, 0.843 mmol) was degassed under a nitrogen atmosphere for ca. 10 min before being subjected to microwave heating at 120° C. for 30 min. The reaction mixture wa... Starting materials: BrC1=C(C=2C(=NC(=CC2NS(=O)(=O)C2=CC(=CC=C2)Cl)C)S1)C1=CC(=CC=C1)C (N-[2-bromo-6-methyl-3-(3-methylphenyl)thieno[2,3-b]pyridin-4-yl]-3-chlorobenzenesulfonamide), O(C(C)(C)C)C(=O)N1N=CC(=C1)B(O)O (1-tert-butoxylcarbonyl-1H-pyrazole-4-boronic acid), pinacol ester, C([O-])([O-])=O.[Na+].[Na+] (sodium carbonate). Starting materials: PTFE, [BH4-].[Na+] (sodium borohydride), [H][H] (hydrogen), TEFLON, [N+](=O)([O-])N1NC=C(C1[N+](=O)[O-])[N+](=O)[O-] (2,3,4-trinitro-1H-pyrazole), [H][H] (hydrogen). The solvent is glass. Reaction conditions: temperature -196 celsius, time 30 minute. Yields the product [N+](=O)([O-])N1N(C=C(C1[N+](=O)[O-])[N+](=O)[O-])[B-](N1N(C(C(=C1)[N+](=O)[O-])[N+](=O)[O-])[N+](=O)[O-])(N1N(C(C(=C1)[N+](=O)[O-])[N+](=O)[O-])[N+](=O)[O-])N1N(C(C(=C1)[N+](=O)[O-])[N+](=O)[O-])[N+](=O)[O-].[Na+] (sodium tetrakis(2,3,4-trinitro-1H-pyrazolyl)borate). RXN SMILES: [N+:1]([N:4]1[CH:8]([N+:9]([O-:11])=[O:10])[C:7]([N+:12]([O-:14])=[O:13])=[CH:6][NH:5]1)([O-:3])=[O:2].[BH4-:15].[Na+:16].[H][H]>>[N+:1]([N:4]1[CH:8]([N+:9]([O-:11])=[O:10])[C:7]([N+:12]([O-:14])=[O:13])=[CH:6][N:5]1[B-:15]([N:5]1[CH:6]=[C:7]([N+:12]([O-:14])=[O:13])[CH:8]([N+:9]([O-:11])=[O:10])[N:4]1[N+:1]([O-:3])=[O:2])([N:5]1[CH:6]=[C:7]([N+:12]([O-:14])=[O:13])[CH:8]([N+:9]([O-:11])=[O:10])[N:4]1[N+:1]([O-:3])=[O:2])[N:5]1[CH:6]=[C:7]([N+:12]([O-:14])=[O:13])[CH:8]([N+:9]([O-:11])=[O:10])[N:4]1[N+:1]([O-:3])=[O:2])([O-:3])=[O:2].[Na+:16] |f:1.2,4.5|. Procedure: A 150 mL glass ampule equipped with a grease free high-vacuum PTFE valve and a TEFLON™ coated stir bar was flamed-out under vacuum. Inside the dry-box, the ampule was loaded with 812 mg (4.00 mmol) 2,3,4-trinitro-1H-pyrazole and 37.8 mg (1.00 mmol) sodium borohydride. The ampule was connected to a vacuum line, evacuated and cooled to −196° C. About 5 mL of dry dimethoxyethane was slowly condensed into the ampule. The ampule was closed and allowed to warm to ambient temperature. As soon as the so...